Dataset: the Open Reaction Database (ORD), a public repository of structured organic reaction records. Task: describe an organic reaction: reactants, conditions, products, and yield The reactants are C(C)(=O)OC=1C(=CC(=C(NC2=NC=NC3=CC(=C(C=C23)OC)OCC2=CC=CC=C2)C1)F)Cl (4-(5-acetoxy-4-chloro-2-fluoroanilino)-7-benzyloxy-6-methoxyquinazoline). The reagents and catalysts are [Pd] (palladium-on-charcoal). Run in CO (methanol), ClC(Cl)Cl (trichloromethane), CN(C)C=O (DMF). The product is C(C)(=O)OC=1C(=CC(=C(NC2=NC=NC3=CC(=C(C=C23)OC)O)C1)F)Cl (4-(5-acetoxy-4-chloro-2-fluoroanilino)-7-hydroxy-6-methoxyquinazoline). The yield is 83.3%. Reaction SMILES: [C:1]([O:4][C:5]1[C:6]([Cl:33])=[CH:7][C:8]([F:32])=[C:9]([CH:31]=1)[NH:10][C:11]1[C:20]2[C:15](=[CH:16][C:17]([O:23]CC3C=CC=CC=3)=[C:18]([O:21][CH3:22])[CH:19]=2)[N:14]=[CH:13][N:12]=1)(=[O:3])[CH3:2]>CO.ClC(Cl)Cl.CN(C=O)C.[Pd]>[C:1]([O:4][C:5]1[C:6]([Cl:33])=[CH:7][C:8]([F:32])=[C:9]([CH:31]=1)[NH:10][C:11]1[C:20]2[C:15](=[CH:16][C:17]([OH:23])=[C:18]([O:21][CH3:22])[CH:19]=2)[N:14]=[CH:13][N:12]=1)(=[O:3])[CH3:2]. Reported procedure: A solution of 4-(5-acetoxy-4-chloro-2-fluoroanilino)-7-benzyloxy-6-methoxyquinazoline (250 mg, 0.54 mmol) in methanol (5 ml), trichloromethane (5 ml) and DMF (1 ml) was stirred under hydrogen at 1 atmosphere with 5% palladium-on-charcoal catalyst (100 mg) for 4 hours. The catalyst was removed by filtration through diatomaceous earth and the solvent removed by evaporation. The residue was dissolved in ethyl acetate, washed with water and brine, and dried (MgSO4). Most of the solvent was removed b... Reactants: BrC(Br)(Br)Br (tetrabromomethane), C1(=CC=C(C=C1)COC1=CC=C(OCCO)C=C1)C1=CC=CC=C1 (2-[4-(biphenyl-4-ylmethoxy)phenoxy]ethanol), C1(=CC=CC=C1)P(C1=CC=CC=C1)C1=CC=CC=C1 (triphenylphosphine). Solvent: ClCCl (dichloromethane). Reaction conditions: temperature 0 celsius, time 10 minute. The product is BrCCOC1=CC=C(OCC2=CC=C(C=C2)C2=CC=CC=C2)C=C1 (4-{[4-(2-Bromoethoxy)phenoxy]methyl}biphenyl). Yield: 50.2%. RXN SMILES: [C:1]1([C:19]2[CH:24]=[CH:23][CH:22]=[CH:21][CH:20]=2)[CH:6]=[CH:5][C:4]([CH2:7][O:8][C:9]2[CH:18]=[CH:17][C:12]([O:13][CH2:14][CH2:15]O)=[CH:11][CH:10]=2)=[CH:3][CH:2]=1.[Br:25]C(Br)(Br)Br.C1(P(C2C=CC=CC=2)C2C=CC=CC=2)C=CC=CC=1>ClCCl>[Br:25][CH2:15][CH2:14][O:13][C:12]1[CH:17]=[CH:18][C:9]([O:8][CH2:7][C:4]2[CH:5]=[CH:6][C:1]([C:19]3[CH:24]=[CH:23][CH:22]=[CH:21][CH:20]=3)=[CH:2][CH:3]=2)=[CH:10][CH:11]=1. Procedure details: 800 mg of 2-[4-(biphenyl-4-ylmethoxy)phenoxy]ethanol are introduced into 25 ml of dichloromethane under argon, 1.16 g of tetrabromomethane are added, and the mixture is stirred at room temperture for 10 minutes. The mixture is cooled to 0° C. and, after addition of 1.83 g of triphenylphosphine, stirred at 0° C. for one hour and at room temperature for 2 hours. It is concentrated, and the residue is taken up in a little dichloromethane and filtered through silica gel. 480 mg of product are obtain... Procedure: To a solution of bis(tricyclohexylphosphine)benzylidine ruthenium IV dichloride (39 mg, 0.045 mmol) in dichloromethane (100 ml) at reflux was transferred a solution of 2,4-dimethoxy-6-pent-4-enyloxy-benzoic acid pent-4-enyl ester (255 mg, 0.76 mmol) in dichloromethane (70 ml). After 5 hours at reflux, the solvent was removed and chromatography gave the 1,3-dimethoxy-6,7,8,11,12,13-hexahydro-5,14-dioxa-benzocyclotridecen-15-one (225 mg). RXN SMILES: [CH2:1]([O:6][C:7](=[O:24])[C:8]1[C:13]([O:14][CH2:15][CH2:16][CH2:17][CH:18]=[CH2:19])=[CH:12][C:11]([O:20][CH3:21])=[CH:10][C:9]=1[O:22][CH3:23])[CH2:2][CH2:3]C=C>ClCCl>[CH3:23][O:22][C:9]1[C:8]2[C:7](=[O:24])[O:6][CH2:1][CH2:2][CH2:3][CH:19]=[CH:18][CH2:17][CH2:16][CH2:15][O:14][C:13]=2[CH:12]=[C:11]([O:20][CH3:21])[CH:10]=1. The solvent is ClCCl (dichloromethane), ClCCl (dichloromethane). The yield is 96.6%. Starting materials: bis(tricyclohexylphosphine)benzylidine ruthenium, C(CCC=C)OC(C1=C(C=C(C=C1OCCCC=C)OC)OC)=O (2,4-dimethoxy-6-pent-4-enyloxy-benzoic acid pent-4-enyl ester). The product is COC1=CC(=CC2=C1C(OCCCC=CCCCO2)=O)OC (1,3-dimethoxy-6,7,8,11,12,13-hexahydro-5,14-dioxa-benzocyclotridecen-15-one). Reactants: O=C=Nc1ccc(C(F)(F)F)c(Cl)c1, CC1NCCN(CCC(C)(C)C(=O)N2CCC3(CC3)C(O)C2)C1=O. Yields the product CC1C(=O)N(CCC(C)(C)C(=O)N2CCC3(CC3)C(O)C2)CCN1C(=O)Nc1ccc(C(F)(F)F)c(Cl)c1. As a reaction SMILES: [Cl:25][c:26]1[c:27]([C:35]([F:36])([F:37])[F:38])[cH:28][cH:29][c:30]([N:32]=[C:33]=[O:34])[cH:31]1.[OH:1][CH:2]1[C:3]2([CH2:4][CH2:5]2)[CH2:6][CH2:7][N:8]([C:10]([C:11]([CH2:12][CH2:13][N:14]2[C:15](=[O:21])[CH:16]([CH3:20])[NH:17][CH2:18][CH2:19]2)([CH3:22])[CH3:23])=[O:24])[CH2:9]1>>[OH:1][CH:2]1[C:3]2([CH2:4][CH2:5]2)[CH2:6][CH2:7][N:8]([C:10]([C:11]([CH2:12][CH2:13][N:14]2[C:15](=[O:21])[CH:16]([CH3:20])[N:17]([C:33]([NH:32][c:30]3[cH:29][cH:28][c:27]([C:35]([F:36])([F:37])[F:38])[c:26]([Cl:25])[cH:31]3)=[O:34])[CH2:18][CH2:19]2)([CH3:22])[CH3:23])=[O:24])[CH2:9]1. Reactants: COc1cc2c(c(OC)c1OC)-c1ccc(C(N)=O)cc1C(NC(C)=O)CC2, COP(=O)(OC)OC, O=C(Cl)OC(Cl)(Cl)Cl. The product is COc1cc2c(c(OC)c1OC)-c1ccc(C#N)cc1C(NC(C)=O)CC2. As a reaction SMILES: [C:9]([NH2:10])(=[O:11])[c:12]1[cH:13][cH:14][c:15]2[c:16]([cH:36]1)[CH:17]([NH:32][C:33]([CH3:34])=[O:35])[CH2:18][CH2:19][c:20]1[c:21]-2[c:22]([O:30][CH3:31])[c:23]([O:28][CH3:29])[c:24]([O:26][CH3:27])[cH:25]1.[CH3:37][O:38][P:39]([O:40][CH3:41])([O:42][CH3:43])=[O:44].[Cl:1][C:2]([O:3][C:4]([Cl:5])([Cl:6])[Cl:7])=[O:8]>>[C:9](#[N:10])[c:12]1[cH:13][cH:14][c:15]2[c:16]([cH:36]1)[CH:17]([NH:32][C:33]([CH3:34])=[O:35])[CH2:18][CH2:19][c:20]1[c:21]-2[c:22]([O:30][CH3:31])[c:23]([O:28][CH3:29])[c:24]([O:26][CH3:27])[cH:25]1.